describe an organic reaction: reactants, conditions, products, and yield From a dataset of the Open Reaction Database (ORD), a public repository of structured organic reaction records. Starting materials: [Br-], CCCC[N+](CCCC)(CCCC)CCCC, [F-], [K+], C1CCOC1, COc1ccccc1-c1cnn(S(=O)(=O)c2ccc(C)cc2)c1. Yields the product COc1ccccc1-c1cn[nH]c1. As a reaction SMILES: [Br-:42].[CH3:25][CH2:26][CH2:27][CH2:28][N+:29]([CH2:30][CH2:31][CH2:32][CH3:33])([CH2:34][CH2:35][CH2:36][CH3:37])[CH2:38][CH2:39][CH2:40][CH3:41].[F-:24].[K+:43].[O:44]1[CH2:45][CH2:46][CH2:47][CH2:48]1.[c:1]1([CH3:2])[cH:3][cH:4][c:5]([S:6](=[O:7])(=[O:8])[n:10]2[n:11][cH:12][c:13](-[c:15]3[c:16]([O:21][CH3:22])[cH:17][cH:18][cH:19][cH:20]3)[cH:14]2)[cH:9][cH:23]1>>[nH:10]1[n:11][cH:12][c:13](-[c:15]2[c:16]([O:21][CH3:22])[cH:17][cH:18][cH:19][cH:20]2)[cH:14]1. The reactants are [Br-], CN, CCO, COC(=O)CNC(=O)c1cccnc1, [K+]. The product is CNC(=O)CNC(=O)c1cccnc1. As a reaction SMILES: [Br-:17].[CH3:15][NH2:16].[CH3:19][CH2:20][OH:21].[CH3:1][O:2][C:3]([CH2:4][NH:5][C:6](=[O:7])[c:8]1[cH:9][n:10][cH:11][cH:12][cH:13]1)=[O:14].[K+:18]>>[C:3]([CH2:4][NH:5][C:6](=[O:7])[c:8]1[cH:9][n:10][cH:11][cH:12][cH:13]1)(=[O:14])[NH:16][CH3:15]. Starting materials: C[O-].[Na+] (sodium methoxide), CCOC=C(C(=O)OCC)C(=O)OCC (diethyl ethoxymethylene malonate), C(C)(C)NN (isopropyl hydrazine), Cl (hydrochloric acid). Run in C(C)O (ethanol), [Cl-].[Na+].O (brine). Conditions: temperature 80 celsius, time 4 hour. Yields the product OC1=NN(C=C1C(=O)OCC)C(C)C (Ethyl 3-hydroxy-1-isopropylpyrazole-4-carboxylate). Yield: 35.1%. As a reaction SMILES: C[O-].[Na+].CCO[CH:7]=[C:8]([C:14]([O:16]CC)=O)[C:9]([O:11][CH2:12][CH3:13])=[O:10].[CH:19]([NH:22][NH2:23])([CH3:21])[CH3:20].Cl>C(O)C.[Cl-].[Na+].O>[OH:16][C:14]1[C:8]([C:9]([O:11][CH2:12][CH3:13])=[O:10])=[CH:7][N:22]([CH:19]([CH3:21])[CH3:20])[N:23]=1 |f:0.1,6.7.8|. Procedure details: To a solution of sodium methoxide (23 g) in ethanol (150 mL) were added diethyl ethoxymethylene malonate (32.7 g) and isopropyl hydrazine (11.2 g) at room temperature. The mixture was stirred at 80° C. for 4 hours and stirred at 100° C. for another 2 hours. The reaction mixture was poured into 2 mol/L hydrochloric acid (300 mL). After the mixture was diluted with brine, the mixture was extracted with ethyl acetate. The organic layer was washed with brine and dried over anhydrous magnesium sulfat... The reactants are C(C1=CC=CC=C1)Br (Benzyl bromide), FC([O-])(F)F.CN(C)[S+](N(C)C)N(C)C (Tris(dimethylamino)sulfonium Trifluoromethoxide), ice water. The solvent is C(C)#N (acetonitrile). Run at time 18 hour. The product is FC(F)(F)OCC1=CC=CC=C1 (benzyl trifluoromethyl ether). Yield: 85.0%. RXN SMILES: [CH2:1](Br)[C:2]1[CH:7]=[CH:6][CH:5]=[CH:4][CH:3]=1.[F:9][C:10]([F:13])([F:12])[O-:11].CN([S+](N(C)C)N(C)C)C>C(#N)C>[F:9][C:10]([O:11][CH2:1][C:2]1[CH:7]=[CH:6][CH:5]=[CH:4][CH:3]=1)([F:13])[F:12] |f:1.2|. Procedure: Benzyl bromide, 12.47 g (0.073 mol), was added dropwise at 25° to a solution of 0.081 mol of tris(dimethylamino)sulfonium trifluoromethoxide (prepared as in Example 1) in 75 mL of acetonitrile. The reaction mixture was stirred at 25° for 18 h and then poured into ice-water. The aqueous mixture was extracted with ether, and the ether extracts were washed with water, dried (MgSO4), and distilled to give 10.55 g (85%) of benzyl trifluoromethyl ether as a colorless oil: bp 45°-46° (18 mm); 1H NMR (C... Reactants: O=C([O-])[O-], CC#N, ClCc1ncon1, Cc1ccccc1-c1cc(N2CCNCC2)ncc1C(=O)N(C)Cc1cc(C(F)(F)F)cc(C(F)(F)F)c1, [K+], [K+], O. Reaction SMILES: [C:46](=[O:47])([O-:48])[O-:49].[CH3:52][C:53]#[N:54].[Cl:39][CH2:40][c:41]1[n:42][o:43][cH:44][n:45]1.[F:1][C:2]([c:3]1[cH:4][c:5]([CH2:6][N:7]([C:8]([c:9]2[cH:10][n:11][c:12]([N:22]3[CH2:23][CH2:24][NH:25][CH2:26][CH2:27]3)[cH:13][c:14]2-[c:15]2[c:16]([CH3:21])[cH:17][cH:18][cH:19][cH:20]2)=[O:28])[CH3:29])[cH:30][c:31]([C:33]([F:34])([F:35])[F:36])[cH:32]1)([F:37])[F:38].[K+:50].[K+:51].[OH2:55]>>[F:1][C:2]([c:3]1[cH:4][c:5]([CH2:6][N:7]([C:8]([c:9]2[cH:10][n:11][c:12]([N:22]3[CH2:23][CH2:24][N:25]([CH2:40][c:41]4[n:42][o:43][cH:44][n:45]4)[CH2:26][CH2:27]3)[cH:13][c:14]2-[c:15]2[c:16]([CH3:21])[cH:17][cH:18][cH:19][cH:20]2)=[O:28])[CH3:29])[cH:30][c:31]([C:33]([F:34])([F:35])[F:36])[cH:32]1)([F:37])[F:38]. Product: Cc1ccccc1-c1cc(N2CCN(Cc3ncon3)CC2)ncc1C(=O)N(C)Cc1cc(C(F)(F)F)cc(C(F)(F)F)c1.